From a dataset of the Open Reaction Database (ORD), a public repository of structured organic reaction records. describe an organic reaction: reactants, conditions, products, and yield The reactants are FC1=C(C=CC=C1)C1=CC=C(C=C1)/C=C/C(C)O ((E)-4-(2'-fluoro-4-biphenylyl)-3-butene-2-ol). The solvent is C(C)(=O)OCC (ethyl acetate). Yields the product FC1=C(C=CC=C1)C1=CC=C(C=C1)CCC(C)O (4-(2'-Fluoro-4-biphenylyl)-2-butanol). Reaction SMILES: [F:1][C:2]1[CH:7]=[CH:6][CH:5]=[CH:4][C:3]=1[C:8]1[CH:13]=[CH:12][C:11](/[CH:14]=[CH:15]/[CH:16]([OH:18])[CH3:17])=[CH:10][CH:9]=1>C(OCC)(=O)C>[F:1][C:2]1[CH:7]=[CH:6][CH:5]=[CH:4][C:3]=1[C:8]1[CH:13]=[CH:12][C:11]([CH2:14][CH2:15][CH:16]([OH:18])[CH3:17])=[CH:10][CH:9]=1. Procedure details: 24.5 Gm (0.101 mol) of (E)-4-(2'-fluoro-4-biphenylyl)-3-butene-2-ol, dissolved in 300 ml of ethyl acetate, were hydrogenated at room temperature at a hydrogen pressure of 3 atmospheres in the presence of 8.5 gm of Raney-nickel until hydrogen absorption was complete. The catalyst was filtered off, the filtrate was evaporated in vacuo, and the residue was recrystallized twice from cyclohexane/petroleum ether (ratio by volume: 1:1). Yield: 15.0 gm (61% of theory) of colorless crystals, m.p. 59°-60°...